This data is from the Open Reaction Database (ORD), a public repository of structured organic reaction records. The task is: describe an organic reaction: reactants, conditions, products, and yield The reactants are C(C)(=O)NC1=CC(=NC(N1OC(C)=O)=N)OS(=O)(=O)C1=CC=C(C=C1)C (6-acetamido-1-acetoxy-1,2-dihydro-2-imino-4-(4-toluenesulfonyloxy)pyrimidine), N1CCCCC1 (piperidine). Yields the product NC1=CC(=NC(N1O)=N)N1CCCCC1 (6-amino-1,2-dihydro-1-hydroxy-2-imino-4-piperidinopyrimidine). Reaction SMILES: C([NH:4][C:5]1[N:10]([O:11]C(=O)C)[C:9](=[NH:15])[N:8]=[C:7](OS(C2C=CC(C)=CC=2)(=O)=O)[CH:6]=1)(=O)C.[NH:27]1[CH2:32][CH2:31][CH2:30][CH2:29][CH2:28]1>>[NH2:4][C:5]1[N:10]([OH:11])[C:9](=[NH:15])[N:8]=[C:7]([N:27]2[CH2:32][CH2:31][CH2:30][CH2:29][CH2:28]2)[CH:6]=1. Procedure: 76 g (0.2 mole) of 6-acetamido-1-acetoxy-1,2-dihydro-2-imino-4-(4-toluenesulfonyloxy)pyrimidine are added to 760 ml of anhydrous piperidine at a temperature of 0° to 5° C. while stirring. The mixture is stirred at the same temperature for additional 2 hours, then let to warm to room temperature and stirred for additional 24 hours. The piperidine is distilled off under reduced pressure, 500 ml of water are added to the residue, then the mixture is left to stand in the refrigerator overnight. The ... Starting materials: CC(=O)O, Oc1ccc(Cl)c2ccccc12, O, O=[N+]([O-])O. The product is O=[N+]([O-])c1cc(Cl)c2ccccc2c1O. RXN SMILES: [CH3:18][C:19](=[O:20])[OH:21].[Cl:1][c:2]1[cH:3][cH:4][c:5]([OH:12])[c:6]2[cH:7][cH:8][cH:9][cH:10][c:11]12.[OH2:17].[OH:13][N+:14]([O-:15])=[O:16]>>[Cl:1][c:2]1[cH:3][c:4]([N+:14](=[O:13])[O-:15])[c:5]([OH:12])[c:6]2[cH:7][cH:8][cH:9][cH:10][c:11]12.